Dataset: the Open Reaction Database (ORD), a public repository of structured organic reaction records. Task: describe an organic reaction: reactants, conditions, products, and yield Reaction conditions: temperature 60 celsius, time 15 hour. Yield: 50.2%. Reactants: COC=1C=C(N)C=CC1OC (3,4-dimethoxyaniline), CC(C)([O-])C.[K+] (potassium tert-butoxide), BrC1=CN=C2N1N=C(C=C2)Cl (3-bromo-6-chloroimidazo[1,2-b]pyridazine). The product is BrC1=CN=C2N1N=C(C=C2)NC2=CC(=C(C=C2)OC)OC (3-bromo-N-(3,4-dimethoxyphenyl)imidazo[1,2-b]pyridazin-6-amine). Reaction SMILES: [CH3:1][O:2][C:3]1[CH:4]=[C:5]([CH:7]=[CH:8][C:9]=1[O:10][CH3:11])[NH2:6].CC(C)([O-])C.[K+].[Br:18][C:19]1[N:23]2[N:24]=[C:25](Cl)[CH:26]=[CH:27][C:22]2=[N:21][CH:20]=1>C1COCC1>[Br:18][C:19]1[N:23]2[N:24]=[C:25]([NH:6][C:5]3[CH:7]=[CH:8][C:9]([O:10][CH3:11])=[C:3]([O:2][CH3:1])[CH:4]=3)[CH:26]=[CH:27][C:22]2=[N:21][CH:20]=1 |f:1.2|. Reported procedure: To a solution of 3,4-dimethoxyaniline (178 mg, 1.16 mmol, 2.0 equiv) in THF (5 mL) was added potassium tert-butoxide (131 mg, 1.16 mmol, 2.0 equiv) and heated to 60° C. for 30 min. The reaction mixture was cooled to room temperature then 3-bromo-6-chloroimidazo[1,2-b]pyridazine (135 mg, 0.582 mmol, 1.0 equiv) was added and stirred at room temperature for 15 h. Purification by column chromatography using 2% methanol in dichloromethane elution gave 102 mg of the dark brown solid, 50%. Run in C1CCOC1 (THF).